This data is from the Open Reaction Database (ORD), a public repository of structured organic reaction records. The task is: describe an organic reaction: reactants, conditions, products, and yield Reactants: [Li]C, CC1(C)CCC(C)(C)C(=O)C1, Cl. The product is CC1(C)CCC(C)(C)C(C)(O)C1. RXN SMILES: [CH3:12][Li:13].[CH3:1][C:2]1([CH3:11])[C:3](=[O:10])[CH2:4][C:5]([CH3:8])([CH3:9])[CH2:6][CH2:7]1.[ClH:14]>>[CH3:1][C:2]1([CH3:11])[C:3]([OH:10])([CH3:12])[CH2:4][C:5]([CH3:8])([CH3:9])[CH2:6][CH2:7]1. Starting materials: Cc1ccc(C)c(CC(=O)N2CCC(C(=O)O)CC2)c1, CCN=C=NCCCN(C)C, CN1CCOCC1, COC(=O)C(N)CO, ClCCl, Cl, Cl. Product: COC(=O)C(CO)NC(=O)C1CCN(C(=O)Cc2cc(C)ccc2C)CC1. RXN SMILES: [CH3:1][c:2]1[c:3]([CH2:9][C:10](=[O:11])[N:12]2[CH2:13][CH2:14][CH:15]([C:18](=[O:19])[OH:20])[CH2:16][CH2:17]2)[cH:4][c:5]([CH3:8])[cH:6][cH:7]1.[CH3:22][N:23]([CH3:24])[CH2:25][CH2:26][CH2:27][N:28]=[C:29]=[N:30][CH2:31][CH3:32].[CH3:33][N:34]1[CH2:35][CH2:36][O:37][CH2:38][CH2:39]1.[CH3:41][O:42][C:43]([CH:44]([NH2:45])[CH2:46][OH:47])=[O:48].[Cl:49][CH2:50][Cl:51].[ClH:21].[ClH:40]>>[CH3:1][c:2]1[c:3]([CH2:9][C:10](=[O:11])[N:12]2[CH2:13][CH2:14][CH:15]([C:18](=[O:20])[NH:45][CH:44]([C:43]([O:42][CH3:41])=[O:48])[CH2:46][OH:47])[CH2:16][CH2:17]2)[cH:4][c:5]([CH3:8])[cH:6][cH:7]1. Reactants: [H-].[Al+3].[Li+].[H-].[H-].[H-] (lithium aluminum hydride), O1CCCC1 (tetrahydrofuran), COC(C1=C(N=C(C=C1)C1=CC=CC=C1)Cl)=O (2-chloro-6-phenyl-nicotinic acid methyl ester), O1CCCC1 (tetrahydrofuran). Solvent: O (Water). Conditions: time 30 minute. The product is ClC1=NC(=CC=C1CO)C1=CC=CC=C1 ((2-chloro-6-phenyl-pyridin-3-yl)-methanol). Yield: 85.6%. Reaction SMILES: [H-].[Al+3].[Li+].[H-].[H-].[H-].O1CCCC1.C[O:13][C:14](=O)[C:15]1[CH:20]=[CH:19][C:18]([C:21]2[CH:26]=[CH:25][CH:24]=[CH:23][CH:22]=2)=[N:17][C:16]=1[Cl:27]>O>[Cl:27][C:16]1[C:15]([CH2:14][OH:13])=[CH:20][CH:19]=[C:18]([C:21]2[CH:22]=[CH:23][CH:24]=[CH:25][CH:26]=2)[N:17]=1 |f:0.1.2.3.4.5|. Procedure details: To the mixture of lithium aluminum hydride (120 mg, 2.5 mmol) and tetrahydrofuran (10 ml), a mixture of 2-chloro-6-phenyl-nicotinic acid methyl ester (620 mg, 2.5 mmol) synthesized in Example 24 and tetrahydrofuran (2.4 ml) was gradually added under nitrogen atmosphere at 0° C. (an outer temperature), and the obtained reaction mixture was stirred at the same temperature for 30 minutes. Water was gradually added dropwise thereto at the same temperature, and the obtained reaction mixture was stirr... Reactants: Cl, NO, COc1cc(-c2ccc(O)cc2)ccc1C=O. The product is COc1cc(-c2ccc(O)cc2)ccc1C=NO. RXN SMILES: [ClH:18].[NH2:19][OH:20].[OH:1][c:2]1[cH:3][cH:4][c:5](-[c:8]2[cH:9][c:10]([O:16][CH3:17])[c:11]([CH:14]=[O:15])[cH:12][cH:13]2)[cH:6][cH:7]1>>[OH:1][c:2]1[cH:3][cH:4][c:5](-[c:8]2[cH:9][c:10]([O:16][CH3:17])[c:11]([CH:14]=[N:19][OH:20])[cH:12][cH:13]2)[cH:6][cH:7]1. Reactants: NC1=NC=CC(=C1)NC(C1=C(C=C(C=C1Cl)Cl)Cl)=O (N-(2-aminopyridin-4-yl)-2,4,6-trichlorobenzamide), C1(CC1)C(=O)Cl (cyclopropanecarbonyl chloride). The solvent is N1=CC=CC=C1 (pyridine). Run at time 8 hour. Yields the product ClC1=C(C(=O)NC2=CC(=NC=C2)NC(=O)C2CC2)C(=CC(=C1)Cl)Cl (2,4,6-trichloro-N-(2-(cyclopropanecarboxamido)pyridin-4-yl)benzamide). Isolated yield 10.0%. RXN SMILES: [NH2:1][C:2]1[CH:7]=[C:6]([NH:8][C:9](=[O:19])[C:10]2[C:15]([Cl:16])=[CH:14][C:13]([Cl:17])=[CH:12][C:11]=2[Cl:18])[CH:5]=[CH:4][N:3]=1.[CH:20]1([C:23](Cl)=[O:24])[CH2:22][CH2:21]1>N1C=CC=CC=1>[Cl:16][C:15]1[CH:14]=[C:13]([Cl:17])[CH:12]=[C:11]([Cl:18])[C:10]=1[C:9]([NH:8][C:6]1[CH:5]=[CH:4][N:3]=[C:2]([NH:1][C:23]([CH:20]2[CH2:22][CH2:21]2)=[O:24])[CH:7]=1)=[O:19]. Reported procedure: To a cooled (0° C.) solution of N-(2-aminopyridin-4-yl)-2,4,6-trichlorobenzamide (82 mg, 0.26 mmol) in pyridine (5 mL) under nitrogen atmosphere was added cyclopropanecarbonyl chloride (41 mg, 0.39 mmol) dropwise. The mixture was allowed to warm to room temperature, stirred overnight, and then quenched with water (15 mL). The reaction was extracted with ethyl acetate (3×10 ml). The combined organic extracts were washed with water (20 mL), dried over Na2SO4 and concentrated under reduced pressure... Reactants: C12C(C(C(CC1)C2)=O)=O (bicyclo[2.2.1]heptane-2,3-dione), COP(OC)(=O)CC(=O)C=1C(=NN(C1)C)C(F)(F)F ([2-(1-Methyl-3-trifluoromethyl-1H-pyrazol-4-yl)-2-oxo-ethyl]-phosphonic acid dimethyl ester), O.NN (hydrazine monohydrate). The product is CN1N=C(C(=C1)C1=NN=C2C3CCC(C2=C1)C3)C(F)(F)F ((1SR,8RS)-5-(1-Methyl-3-trifluoromethyl-1H-pyrazol-4-yl)-3,4-diaza-tricyclo[6.2.1.02,7]undeca-2,4,6-triene). Reaction SMILES: [CH:1]12[CH2:7][CH:4]([CH2:5][CH2:6]1)[C:3](=O)[C:2]2=O.COP([CH2:16][C:17]([C:19]1[C:20]([C:25]([F:28])([F:27])[F:26])=[N:21][N:22]([CH3:24])[CH:23]=1)=O)(=O)OC.O.[NH2:30][NH2:31]>>[CH3:24][N:22]1[CH:23]=[C:19]([C:17]2[CH:16]=[C:3]3[C:2]([CH:1]4[CH2:7][CH:4]3[CH2:5][CH2:6]4)=[N:31][N:30]=2)[C:20]([C:25]([F:28])([F:27])[F:26])=[N:21]1 |f:2.3|. Reported procedure: off-white crystalline solid. MS (EI): 294.2 (M+). Prepared from bicyclo[2.2.1]heptane-2,3-dione, [2-(1-Methyl-3-trifluoromethyl-1H-pyrazol-4-yl)-2-oxo-ethyl]-phosphonic acid dimethyl ester, hydrazine monohydrate. Reactants: ClC1=C(C=O)C=C(C=C1)[N+](=O)[O-] (2-chloro-5-nitrobenzaldehyde), CC=1SC2=C(N1)C=CC=C2 (2-methylbenzothiazole). Solvent: C(C)(=O)OC(C)=O (acetic anhydride). Yields the product ClC1=C(C=CC=2SC3=C(N2)C=CC=C3)C=C(C=C1)[N+](=O)[O-] (2-(2'-chloro-5'-nitrostyryl)benzothiazole). Yield: 70.0%. Reaction SMILES: [Cl:1][C:2]1[CH:9]=[CH:8][C:7]([N+:10]([O-:12])=[O:11])=[CH:6][C:3]=1[CH:4]=O.[CH3:13][C:14]1[S:15][C:16]2[CH:22]=[CH:21][CH:20]=[CH:19][C:17]=2[N:18]=1>C(OC(=O)C)(=O)C>[Cl:1][C:2]1[CH:9]=[CH:8][C:7]([N+:10]([O-:12])=[O:11])=[CH:6][C:3]=1[CH:4]=[CH:13][C:14]1[S:15][C:16]2[CH:22]=[CH:21][CH:20]=[CH:19][C:17]=2[N:18]=1. Procedure details: A solution of 12.4 g (67 mmol) of 2-chloro-5-nitrobenzaldehyde and 10.0 g (67 mmol) of freshly distilled 2-methylbenzothiazole in 60 ml of acetic anhydride was refluxed for 5 h. The precipitated yellow solid was collected by filtration and recrystallized from toluene to afford 14.9 g (70%) of 2-(2'-chloro-5'-nitrostyryl)benzothiazole (IIIa); mp 188°-189° C., UV λmaxEtOH nm (ε) 214(16808), 332.5(28445); 1H-NMR δTMSCDCl3 (ppm) 8.58 (d, J=2.7 Hz, 1H), 8.16-7.26 (complex pattern, 8H); 13C--NMRTMS δT... The reactants are C(=C)C1=C(C=NC2=CC=C(N=C12)OC)C#N (4-ethenyl-6-(methyloxy)-1,5-naphthyridine-3-carbonitrile), TEA, Cl.FC(C(=O)NC[C@H]1CNC[C@H]1O)(F)F (2,2,2-trifluoro-N-{[(3R,4S)-4-hydroxy-3-pyrrolidinyl]methyl}acetamide HCl). Solvent: C(C)O (ethanol), CCO (EtOH). Conditions: temperature 95 celsius, time 18 hour. Yields the product C(#N)C=1C=NC2=CC=C(N=C2C1CCN1C[C@@H]([C@@H](C1)O)CNC(C(F)(F)F)=O)OC (N-[((3S,4S)-1-{2-[3-cyano-6-(methyloxy)-1,5-naphthyridin-4-yl]ethyl}-4-hydroxy-3-pyrrolidinyl)methyl]-2,2,2-trifluoroacetamide). The yield is 47.1%. As a reaction SMILES: Cl.[F:2][C:3]([F:15])([F:14])[C:4]([NH:6][CH2:7][C@@H:8]1[C@H:12]([OH:13])[CH2:11][NH:10][CH2:9]1)=[O:5].[CH:16]([C:18]1[C:27]2[C:22](=[CH:23][CH:24]=[C:25]([O:28][CH3:29])[N:26]=2)[N:21]=[CH:20][C:19]=1[C:30]#[N:31])=[CH2:17]>C(O)C>[C:30]([C:19]1[CH:20]=[N:21][C:22]2[C:27]([C:18]=1[CH2:16][CH2:17][N:10]1[CH2:11][C@@H:12]([OH:13])[C@@H:8]([CH2:7][NH:6][C:4](=[O:5])[C:3]([F:2])([F:14])[F:15])[CH2:9]1)=[N:26][C:25]([O:28][CH3:29])=[CH:24][CH:23]=2)#[N:31] |f:0.1|. Procedure details: To 2,2,2-trifluoro-N-{[(3R,4S)-4-hydroxy-3-pyrrolidinyl]methyl}acetamide HCl (0.137 g, 0.552 mmol) was added EtOH (2.0 mL). 4-ethenyl-6-(methyloxy)-1,5-naphthyridine-3-carbonitrile (0.117 g, 0.552 mmol) was added to the mixture along with TEA (0.231 mL, 1.66 mmol) and the reaction was heated and stirred at 95 degrees C. for 18 hours, allowing the ethanol to evaporate. The solution was concentrated under reduced pressure and was chromatographed on silica gel to yield an oil (0.110 g, 47%). LCMS: ... Reactants: C(C)OC(COC1=C(C=CC(=C1)F)C(NCC1=CC(=CC=C1)[N+](=O)[O-])=O)=O ([5-fluoro-2-(3-nitro-benzylcarbamoyl)-phenoxy]-acetic acid ethyl ester), [OH-].[Na+] (NaOH). The solvent is C(C)O (ethanol). Conditions: time 4 hour. Product: FC=1C=CC(=C(OCC(=O)O)C1)C(NCC1=CC(=CC=C1)[N+](=O)[O-])=O ([5-fluoro-2-(3-nitro-benzylcarbamoyl)-phenoxy]-acetic acid). The yield is 98.2%. Reaction SMILES: C([O:3][C:4](=[O:27])[CH2:5][O:6][C:7]1[CH:12]=[C:11]([F:13])[CH:10]=[CH:9][C:8]=1[C:14](=[O:26])[NH:15][CH2:16][C:17]1[CH:22]=[CH:21][CH:20]=[C:19]([N+:23]([O-:25])=[O:24])[CH:18]=1)C.[OH-].[Na+]>C(O)C>[F:13][C:11]1[CH:10]=[CH:9][C:8]([C:14](=[O:26])[NH:15][CH2:16][C:17]2[CH:22]=[CH:21][CH:20]=[C:19]([N+:23]([O-:25])=[O:24])[CH:18]=2)=[C:7]([CH:12]=1)[O:6][CH2:5][C:4]([OH:27])=[O:3] |f:1.2|. Reported procedure: A suspension of [5-fluoro-2-(3-nitro-benzylcarbamoyl)-phenoxy]-acetic acid ethyl ester (3.3 g, 8.77 mmol) in ethanol (40 mL) was treated with aq 2 N NaOH (24 mL, 47.8 mmol). After stirring for 4 h, the solution was concentrated in vacuo until most of the ethanol was removed, and the mixture was acidified to pH of 1 with 2 N HCl. After extracting with ethyl acetate, the organic layer was washed with saturated aq NaCl, dried over MgSO4 and concentrated to give [5-fluoro-2-(3-nitro-benzylcarbamoyl)... Reactants: polyisobutylene, Mn, 700, C4 hydrocarbons, CC(C)=C (isobutylene), [Al+3].[Cl-].[Cl-].[Cl-] (AlCl3), Cl (HCl), Cl (HCl), CC(C)=C (isobutylene). Product: C(C)(C)(C)Cl (t-butyl chloride), [Al+3].[Cl-].[Cl-].[Cl-] (AlCl3). RXN SMILES: [CH3:1][C:2](=[CH2:4])[CH3:3].[ClH:5].[Al+3:6].[Cl-].[Cl-].[Cl-]>>[C:2]([Cl:5])([CH3:3])([CH3:1])[CH3:4].[Al+3:6].[Cl-:5].[Cl-:5].[Cl-:5] |f:2.3.4.5,7.8.9.10|. Procedure: A continuous process for preparing low molecular weight polyisobutylene having an Mn in the range of 700 to 3,000 and a molecular weight distribution less than about 2.0 from a feedstream mixture of C4 hydrocarbons containing at least about 6% by weight isobutylene in a continuous stirred reactor maintained at a reaction temperature of about -50° to +30° C., the reactor having a feedstream inlet and a separate AlCl3 catalyst inlet, which comprises injecting gaseous HCl, in an amount of 25 to 200...